This data is from the Open Reaction Database (ORD), a public repository of structured organic reaction records. The task is: describe an organic reaction: reactants, conditions, products, and yield Starting materials: CCCCCCc1ccc(-c2cnc(-c3ccc(OC(C)=O)cc3)s2)cc1, CCO, [K+], [OH-], O. The product is CCCCCCc1ccc(-c2cnc(-c3ccc(O)cc3)s2)cc1. As a reaction SMILES: [C:1](=[O:2])([CH3:3])[O:4][c:5]1[cH:6][cH:7][c:8](-[c:11]2[s:12][c:13](-[c:16]3[cH:17][cH:18][c:19]([CH2:22][CH2:23][CH2:24][CH2:25][CH2:26][CH3:27])[cH:20][cH:21]3)[cH:14][n:15]2)[cH:9][cH:10]1.[CH3:31][CH2:32][OH:33].[K+:29].[OH-:28].[OH2:30]>>[OH:4][c:5]1[cH:6][cH:7][c:8](-[c:11]2[s:12][c:13](-[c:16]3[cH:17][cH:18][c:19]([CH2:22][CH2:23][CH2:24][CH2:25][CH2:26][CH3:27])[cH:20][cH:21]3)[cH:14][n:15]2)[cH:9][cH:10]1. Reactants: BrCc1ncc(Br)cc1Br, Cc1nc(Cl)ccc1Br. The product is Clc1ccc(Br)c(CBr)n1. As a reaction SMILES: [Br:10][c:11]1[c:12]([CH2:13][Br:14])[n:15][cH:16][c:17]([Br:18])[cH:19]1.[Br:1][c:2]1[c:3]([CH3:9])[n:4][c:5]([Cl:8])[cH:6][cH:7]1>>[Br:1][c:2]1[c:3]([CH2:9][Br:10])[n:4][c:5]([Cl:8])[cH:6][cH:7]1. The reactants are ClC1=NC(=CC=C1C(=O)C1=CNC=C1)Cl ((2,6-dichloro-pyridin-3-yl)-(1H-pyrrol-3-yl)-methanone), O.NN (hydrazine hydrate). Solvent: C(C)O (ethanol). Conditions: temperature 90 celsius. Yields the product ClC1=CC=C2C(=N1)NN=C2C2=CNC=C2 (6-Chloro-3-(1H-pyrrol-3-yl)-1H-pyrazolo[3,4-b]pyridine). As a reaction SMILES: Cl[C:2]1[C:7]([C:8]([C:10]2[CH:14]=[CH:13][NH:12][CH:11]=2)=O)=[CH:6][CH:5]=[C:4]([Cl:15])[N:3]=1.O.[NH2:17][NH2:18]>C(O)C>[Cl:15][C:4]1[N:3]=[C:2]2[NH:17][N:18]=[C:8]([C:10]3[CH:14]=[CH:13][NH:12][CH:11]=3)[C:7]2=[CH:6][CH:5]=1 |f:1.2|. Procedure: A mixture of (2,6-dichloro-pyridin-3-yl)-(1H-pyrrol-3-yl)-methanone (300 mg) and hydrazine hydrate (0.2 mL) in ethanol (10 mL) was heated at 90° C. for 20 hours. The reaction was concentrated to 6 mL, diluted with water (2 mL) and cooled. The precipitate was collected and dried to give 160 mg of the titled compound. Run at temperature 0 celsius, time 1 hour. Run in C1CCOC1 (THF), O (water). Reactants: C[Mg+].[Br-] (MeMgBr), COC1=C(CN2CC(CC2=O)C(=O)N(C)OC)C=CC(=C1)OC (1-(2,4-dimethoxybenzyl)-N-methoxy-N-methyl-5-oxopyrrolidine-3-carboxamide). Yields the product C(C)(=O)C1CC(N(C1)CC1=C(C=C(C=C1)OC)OC)=O (4-acetyl-1-(2,4-dimethoxybenzyl)pyrrolidin-2-one). Procedure details: MeMgBr (2.3 mL, 6.8 mmol) was added to a mixture of 1-(2,4-dimethoxybenzyl)-N-methoxy-N-methyl-5-oxopyrrolidine-3-carboxamide (2.0 g, 6.2 mmol) in THF (40 mL) at −10° C. The mixture was stirred at 0° C. for 1 hour then diluted with water and the mixture was extracted with EtOAc. The EtOAc layer was dried over sodium sulfate and concentrated under reduced pressure to afford 4-acetyl-1-(2,4-dimethoxybenzyl)pyrrolidin-2-one. 1H NMR (400 MHz, CDCl3) δ 7.10-7.13 (m, 1H), 6.43-6.45 (m, 2H), 4.41-4.42 ... Reaction SMILES: [CH3:1][Mg+].[Br-].[CH3:4][O:5][C:6]1[CH:24]=[C:23]([O:25][CH3:26])[CH:22]=[CH:21][C:7]=1[CH2:8][N:9]1[C:13](=[O:14])[CH2:12][CH:11]([C:15](N(OC)C)=[O:16])[CH2:10]1>C1COCC1.O>[C:15]([CH:11]1[CH2:10][N:9]([CH2:8][C:7]2[CH:21]=[CH:22][C:23]([O:25][CH3:26])=[CH:24][C:6]=2[O:5][CH3:4])[C:13](=[O:14])[CH2:12]1)(=[O:16])[CH3:1] |f:0.1|. The reactants are O=C1c2ccccc2C(=O)N1CCCBr, CCOC(C)=O, COc1cccc(-c2c(C)n(Cc3c(F)cccc3S(C)(=O)=O)c(=O)n(CC(N)c3ccccc3)c2=O)c1F, [Na+], [Na+], O=C([O-])[O-], CN(C)C=O. Yields the product COc1cccc(-c2c(C)n(Cc3c(F)cccc3S(C)(=O)=O)c(=O)n(CC(NCCCN3C(=O)c4ccccc4C3=O)c3ccccc3)c2=O)c1F. RXN SMILES: [Br:46][CH2:47][CH2:48][CH2:49][N:50]1[C:51](=[O:60])[c:52]2[c:53]([cH:56][cH:57][cH:58][cH:59]2)[C:54]1=[O:55].[CH3:61][CH2:62][O:63][C:64](=[O:65])[CH3:66].[NH2:1][CH:2]([CH2:3][n:4]1[c:5](=[O:33])[n:6]([CH2:21][c:22]2[c:23]([F:32])[cH:24][cH:25][cH:26][c:27]2[S:28](=[O:29])(=[O:30])[CH3:31])[c:7]([CH3:20])[c:8](-[c:11]2[c:12]([F:19])[c:13]([O:17][CH3:18])[cH:14][cH:15][cH:16]2)[c:9]1=[O:10])[c:34]1[cH:35][cH:36][cH:37][cH:38][cH:39]1.[Na+:40].[Na+:41].[O-:42][C:43](=[O:44])[O-:45].[O:67]=[CH:68][N:69]([CH3:70])[CH3:71]>>[NH:1]([CH:2]([CH2:3][n:4]1[c:5](=[O:33])[n:6]([CH2:21][c:22]2[c:23]([F:32])[cH:24][cH:25][cH:26][c:27]2[S:28](=[O:29])(=[O:30])[CH3:31])[c:7]([CH3:20])[c:8](-[c:11]2[c:12]([F:19])[c:13]([O:17][CH3:18])[cH:14][cH:15][cH:16]2)[c:9]1=[O:10])[c:34]1[cH:35][cH:36][cH:37][cH:38][cH:39]1)[CH2:47][CH2:48][CH2:49][N:50]1[C:51](=[O:60])[c:52]2[c:53]([cH:56][cH:57][cH:58][cH:59]2)[C:54]1=[O:55].